Dataset: the Open Reaction Database (ORD), a public repository of structured organic reaction records. Task: describe an organic reaction: reactants, conditions, products, and yield Starting materials: [Cl-].[NH3+]CCCCC(=O)C=1C=[NH+]C=CC1.[Cl-] (3-(5-Ammoniopentanoyl)pyridinium chloride), FC1=C(C=CC(=C1)C=O)C1=CC=CC=C1 (2-fluorobiphenyl-4-carboxaldehyde). Reagents/catalysts: Cl (HCl). Solvent: C(C)O (ethanol). Reaction conditions: temperature 85 celsius. The product is Cl.Cl.FC1=C(C=CC(=C1)C=C1C(=NCCC1)C=1C=NC=CC1)C1=CC=CC=C1 (3-(3-((2-fluorobiphenyl-4-yl)methylene)-3,4,5,6-tetrahydropyridin-2-yl)pyridine dihydrochloride). Yield: 73.8%. Reaction SMILES: [Cl-:1].[NH3+:2][CH2:3][CH2:4][CH2:5][CH2:6][C:7]([C:9]1[CH:10]=[NH+:11][CH:12]=[CH:13][CH:14]=1)=O.[Cl-].[F:16][C:17]1[CH:22]=[C:21]([CH:23]=O)[CH:20]=[CH:19][C:18]=1[C:25]1[CH:30]=[CH:29][CH:28]=[CH:27][CH:26]=1>Cl.C(O)C>[ClH:1].[ClH:1].[F:16][C:17]1[CH:22]=[C:21]([CH:23]=[C:6]2[CH2:5][CH2:4][CH2:3][N:2]=[C:7]2[C:9]2[CH:10]=[N:11][CH:12]=[CH:13][CH:14]=2)[CH:20]=[CH:19][C:18]=1[C:25]1[CH:26]=[CH:27][CH:28]=[CH:29][CH:30]=1 |f:0.1.2,6.7.8|. Reported procedure: 3-(5-Ammoniopentanoyl)pyridinium chloride (150 mg, 0.60 mmol) and 2-fluorobiphenyl-4-carboxaldehyde (155 mg, 0.78 mmol) were combined in a reaction vessel and treated with ethanol (10 mL) and concentrated HCl(aq) (5 drops). The vessel was then sealed and the reaction was heated to 85° C. overnight then cooled to room temperature. The reaction mixture was then concentrated under reduced pressure then partially dissolved into hot isopropanol. This mixture was left to cool and crystals formed. The ... Reactants: CS(=O)(=O)NC(C)(C)C1=CC=C(C(=O)OC)C=C1 (methyl 4-(1-methanesulfonylamino-1-methylethyl)benzoate), C1(CC1)C=1C=C(C(=NC1)N1CCNCC1)C (1-(5-cyclopropyl-3-methylpyridin-2-yl)piperazine). Product: C1(CC1)C=1C=C(C(=NC1)N1CCN(CC1)C(=O)C1=CC=C(C=C1)C(C)(C)NS(=O)(=O)C)C (N-(1-{4-[4-(5-cyclopropyl-3-methylpyridin-2-yl)piperazine-1-carbonyl]phenyl}-1-methylethyl)methanesulfonamide). Yield: 76.4%. As a reaction SMILES: [CH3:1][S:2]([NH:5][C:6]([C:9]1[CH:18]=[CH:17][C:12]([C:13]([O:15]C)=O)=[CH:11][CH:10]=1)([CH3:8])[CH3:7])(=[O:4])=[O:3].[CH:19]1([C:22]2[CH:23]=[C:24]([CH3:34])[C:25]([N:28]3[CH2:33][CH2:32][NH:31][CH2:30][CH2:29]3)=[N:26][CH:27]=2)[CH2:21][CH2:20]1>>[CH:19]1([C:22]2[CH:23]=[C:24]([CH3:34])[C:25]([N:28]3[CH2:29][CH2:30][N:31]([C:13]([C:12]4[CH:11]=[CH:10][C:9]([C:6]([NH:5][S:2]([CH3:1])(=[O:3])=[O:4])([CH3:7])[CH3:8])=[CH:18][CH:17]=4)=[O:15])[CH2:32][CH2:33]3)=[N:26][CH:27]=2)[CH2:21][CH2:20]1. Procedure details: Using methyl 4-(1-methanesulfonylamino-1-methylethyl)benzoate (126 mg) described in Preparation Example 71 and 1-(5-cyclopropyl-3-methylpyridin-2-yl)piperazine (101 mg) described in Preparation Example 83 and by the reaction and treatment in the same manner as in Example 109, the title compound (162 mg) was obtained. RXN SMILES: [NH2:1][C:2]1[CH:7]=[CH:6][C:5]([S:8]([NH:11][C:12]2[O:16][N:15]=[C:14]([CH3:17])[C:13]=2[CH3:18])(=[O:10])=[O:9])=[CH:4][CH:3]=1.[N:19]([CH2:22][C:23]([O:25][CH2:26][CH3:27])=[O:24])=[C:20]=[O:21]>CN(C)C=O>[CH2:26]([O:25][C:23]([CH2:22][NH:19][C:20](=[O:21])[NH:1][C:2]1[CH:7]=[CH:6][C:5]([S:8]([NH:11][C:12]2[O:16][N:15]=[C:14]([CH3:17])[C:13]=2[CH3:18])(=[O:10])=[O:9])=[CH:4][CH:3]=1)=[O:24])[CH3:27]. Starting materials: NC1=CC=C(C=C1)S(=O)(=O)NC1=C(C(=NO1)C)C (4-amino-N-(3,4-dimethyl-5-isoxazolyl)benzenesulfonamide), N(=C=O)CC(=O)OCC (Ethyl isocyanatoacetate). Yields the product C(C)OC(=O)CNC(NC1=CC=C(C=C1)S(=O)(=O)NC1=C(C(=NO1)C)C)=O (4-[N '-(Ethoxycarbonylmethyl)ureido]-N-(3,4-dimethyl-5-isoxazolyl)benzenesulfonamide). Run at time 3 hour. Run in CN(C=O)C (dimethylformamide). Isolated yield 101.8%. Procedure details: 4-amino-N-(3,4-dimethyl-5-isoxazolyl)benzenesulfonamide (545 mg, 2.0 mmol) was dissolved in dry dimethylformamide (10 ml). Ethyl isocyanatoacetate (463 ml, 4.0 mmol) was added. The reaction was stirred at room temperature for 3 h and then heated at 80° C. for an additional 8 h. Dimethylformamide was removed under reduced pressure and the residue was recrystallized from acetonitrile/water to give 807 mg (90% yield) brownish solid, m.p. 115°-125° C.